From a dataset of the Open Reaction Database (ORD), a public repository of structured organic reaction records. describe an organic reaction: reactants, conditions, products, and yield The reactants are FC1=C(C(=CC=C1F)[N+](=O)[O-])OCC(C)OS(=O)(=O)C1=CC=C(C=C1)C (2,3-Difluoro-6-nitro-(2-p-toluenesulfonyloxypropyl)oxybenzene). The reagents and catalysts are [Pd] (palladium on charcoal). Run in C(C)O (ethanol). Run at time 1 hour. The product is FC1=C(C(=CC=C1F)N)OCC(C)OS(=O)(=O)C1=CC=C(C=C1)C (2,3-Difluoro-6-amino-[(2-p-toluenesulfonyloxypropyl)oxy]benzene). Reaction SMILES: [F:1][C:2]1[C:7]([F:8])=[CH:6][CH:5]=[C:4]([N+:9]([O-])=O)[C:3]=1[O:12][CH2:13][CH:14]([O:16][S:17]([C:20]1[CH:25]=[CH:24][C:23]([CH3:26])=[CH:22][CH:21]=1)(=[O:19])=[O:18])[CH3:15]>C(O)C.[Pd]>[F:1][C:2]1[C:7]([F:8])=[CH:6][CH:5]=[C:4]([NH2:9])[C:3]=1[O:12][CH2:13][CH:14]([O:16][S:17]([C:20]1[CH:21]=[CH:22][C:23]([CH3:26])=[CH:24][CH:25]=1)(=[O:19])=[O:18])[CH3:15]. Reported procedure: To a solution of 2.32 g of the compound obtained in Example 8 in 50 ml of ethanol was added 1 g of 5% palladium on charcoal, and the catalytic reduction was carried out under atmospheric pressure at room temperature for about 1 hour. The catalyst was removed by filtration, and the solvent was removed under reduced pressure to yield the titled compound. This product was used in the following reaction without purification.